This data is from the Open Reaction Database (ORD), a public repository of structured organic reaction records. The task is: describe an organic reaction: reactants, conditions, products, and yield Starting materials: FC(C1=NN(C=2CCCCC12)C1=CC=C(C=C1)CC(=O)O)(F)F ({4-[3-(trifluoromethyl)-4,5,6,7-tetrahydro-1H-indazol-1-yl]phenyl}acetic acid), C(=O)(N1C=NC=C1)N1C=NC=C1 (1,1′-carbonyldiimidazole), N1CCCC1 (Pyrrolidine). Yields the product O=C(CC1=CC=C(C=C1)N1N=C(C=2CCCCC12)C(F)(F)F)N1CCCC1 (1-{4-[2-oxo-2-(1-pyrrolidinyl)ethyl]phenyl}-3-(trifluoromethyl)-4,5,6,7-tetrahydro-1H-indazole). Isolated yield 22.7%. Procedure details: A solution of {4-[3-(trifluoromethyl)-4,5,6,7-tetrahydro-1H-indazol-1-yl]phenyl}acetic acid (113 mg, 0.35 mmol) in dichloromethane (4 ml) in a sarstedt tube was treated in one portion with solid 1,1′-carbonyldiimidazole (60 mg, 0.37 mmol). This mixture was shaken at room temperature for 30 minutes. Pyrrolidine (34 mg, 0.48 mmol) in dichloromethane (2 ml) was then added and the shaking continued for 16 hour at room temperature. The reaction mixture was washed with a mix of saturated sodium bicarb... Run at time 30 minute. Run in ClCCl (dichloromethane), ClCCl (dichloromethane). As a reaction SMILES: [F:1][C:2]([F:23])([F:22])[C:3]1[C:11]2[CH2:10][CH2:9][CH2:8][CH2:7][C:6]=2[N:5]([C:12]2[CH:17]=[CH:16][C:15]([CH2:18][C:19](O)=[O:20])=[CH:14][CH:13]=2)[N:4]=1.C(N1C=CN=C1)(N1C=CN=C1)=O.[NH:36]1[CH2:40][CH2:39][CH2:38][CH2:37]1>ClCCl>[O:20]=[C:19]([N:36]1[CH2:40][CH2:39][CH2:38][CH2:37]1)[CH2:18][C:15]1[CH:16]=[CH:17][C:12]([N:5]2[C:6]3[CH2:7][CH2:8][CH2:9][CH2:10][C:11]=3[C:3]([C:2]([F:23])([F:1])[F:22])=[N:4]2)=[CH:13][CH:14]=1.